From a dataset of the Open Reaction Database (ORD), a public repository of structured organic reaction records. describe an organic reaction: reactants, conditions, products, and yield Starting materials: O([C@H]1[C@H](O)[C@@H](O)[C@H](O)[C@H](O1)CO)CCCC (n-butyl β-D-glucopyranoside), CC(CC)=O (2-butanone). Reported procedure: The title compound was prepared according to the method described in example 26 using n-butyl β-D-glucopyranoside (1.0 g, 4.2 mmol) in 2-butanone (50 ml) in a 25% yield after 24 hours: 1H NMR (400MHZ, CDCl3) δ: 0.90 (m, 6H); 1.29 (M, 8H); 1.37 (m, 2H); 1.61 (m, 4H); 2.35 (m, 2H); 3.35 (m, 2H); 3.50 (m, 3H); 3.85 (m, 1H); 4.27 (d, J=8 HZ, 1H); 4.28 (m, 1H); 4.38 (m, 1H). Yields the product C(CCCCCCC)(=O)OC[C@@H]1[C@H]([C@@H]([C@H]([C@H](OCCCC)O1)O)O)O (n-butyl 6-O-octanoyl-β-D-glucopyranoside). Yield: 25.0%. As a reaction SMILES: [O:1]([CH2:13][CH2:14][CH2:15][CH3:16])[C@@H:2]1[O:10][C@H:9]([CH2:11][OH:12])[C@@H:7]([OH:8])[C@H:5]([OH:6])[C@H:3]1[OH:4].C[C:18](=[O:21])[CH2:19][CH3:20]>>[C:18]([O:12][CH2:11][C@H:9]1[O:10][C@@H:2]([O:1][CH2:13][CH2:14][CH2:15][CH3:16])[C@H:3]([OH:4])[C@@H:5]([OH:6])[C@@H:7]1[OH:8])(=[O:21])[CH2:19][CH2:20][CH2:2][CH2:3][CH2:5][CH2:7][CH3:9].